Dataset: the Open Reaction Database (ORD), a public repository of structured organic reaction records. Task: describe an organic reaction: reactants, conditions, products, and yield The reactants are C([O-])(O)=O.[Na+] (sodium bicarbonate), [H-].[Na+] (sodium hydride), cuprous iodide, C(C1=CC=CC=C1)OC(N[C@H](CN1N=CC2=CC=C(C(=C12)Br)OCCO)C)=O ({(S)-2-[7-Bromo-6-(2-hydroxy-ethoxy)-indazol-1-yl]-1-methyl-ethyl}-carbamic acid benzyl ester). The solvent is CN(C=O)C (N,N-dimethylformamide). Reaction conditions: temperature 80 celsius. The product is C(C1=CC=CC=C1)OC(N[C@H](CN1N=CC2=CC=C3C(=C12)OCCO3)C)=O ([(S)-2-(7,8-Dihydro-[1,4]dioxino[2,3-g]indazol-1-yl)-1-methylethyl]-carbamic acid benzyl ester). Isolated yield 19.3%. Reaction SMILES: [CH2:1]([O:8][C:9](=[O:28])[NH:10][C@@H:11]([CH3:27])[CH2:12][N:13]1[C:21]2[C:16](=[CH:17][CH:18]=[C:19]([O:23][CH2:24][CH2:25][OH:26])[C:20]=2Br)[CH:15]=[N:14]1)[C:2]1[CH:7]=[CH:6][CH:5]=[CH:4][CH:3]=1.[H-].[Na+].C(=O)(O)[O-].[Na+]>CN(C)C=O>[CH2:1]([O:8][C:9](=[O:28])[NH:10][C@@H:11]([CH3:27])[CH2:12][N:13]1[C:21]2[C:16](=[CH:17][CH:18]=[C:19]3[O:23][CH2:24][CH2:25][O:26][C:20]3=2)[CH:15]=[N:14]1)[C:2]1[CH:7]=[CH:6][CH:5]=[CH:4][CH:3]=1 |f:1.2,3.4|. Procedure details: To a mixture of the alcohol from Step C (0.36 g, 0.79 mmol) in anhydrous N,N-dimethylformamide (10 mL) was added sodium hydride (60% dispersion in mineral oil, 0.064 mg, 1.59 mmol) and cuprous iodide (0.015 g, 0.79 mmol) under a nitrogen atmosphere with stirring. After 30 min the suspension was heated at 80° C. for 1 h, cooled and mixed with a saturated aqueous solution of sodium bicarbonate (50 mL) and extracted with ethyl acetate (3×50 mL). The combined extracts were dried over magnesium sulfa... Starting materials: Cc1ccc(S(=O)(=O)NCCN(C(=O)c2ccccc2C(=O)c2ccc(Cl)cc2)C(C)C)cc1, O=S(=O)(O)O. Yields the product CC(C)N1CCN=C1c1ccccc1C(=O)c1ccc(Cl)cc1. RXN SMILES: [Cl:1][c:2]1[cH:3][cH:4][c:5]([C:6](=[O:7])[c:8]2[c:9]([C:10]([N:12]([CH:13]([CH3:14])[CH3:15])[CH2:16][CH2:17][NH:18][S:11]([c:19]3[cH:20][cH:21][c:22]([CH3:23])[cH:24][cH:25]3)(=[O:26])=[O:27])=[O:28])[cH:29][cH:30][cH:31][cH:32]2)[cH:33][cH:34]1.[S:35](=[O:36])(=[O:37])([OH:38])[OH:39]>>[Cl:1][c:2]1[cH:3][cH:4][c:5]([C:6](=[O:7])[c:8]2[c:9]([C:10]3=[N:18][CH2:17][CH2:16][N:12]3[CH:13]([CH3:14])[CH3:15])[cH:29][cH:30][cH:31][cH:32]2)[cH:33][cH:34]1.